From a dataset of the Open Reaction Database (ORD), a public repository of structured organic reaction records. describe an organic reaction: reactants, conditions, products, and yield The reactants are Br (hydrobromic acid), OCCN (2-hydroxyethylamine), BrCCCCCCOC1=CC=C(C(=O)Cl)C=C1 (4-(6-bromohexyloxy)benzoyl chloride). The solvent is O (water), CN(C=O)C (dimethylformamide), C1(=CC=CC=C1)C (toluene). Conditions: time 30 minute. Product: BrCCCCCCOC1=CC=C(C(=O)NCCO)C=C1 (4-(6-bromohexyloxy)-N-(2-hydroxyethyl)benzamide). RXN SMILES: [OH:1][CH2:2][CH2:3][NH2:4].[Br:5][CH2:6][CH2:7][CH2:8][CH2:9][CH2:10][CH2:11][O:12][C:13]1[CH:21]=[CH:20][C:16]([C:17](Cl)=[O:18])=[CH:15][CH:14]=1.Br>CN(C)C=O.C1(C)C=CC=CC=1.O>[Br:5][CH2:6][CH2:7][CH2:8][CH2:9][CH2:10][CH2:11][O:12][C:13]1[CH:21]=[CH:20][C:16]([C:17]([NH:4][CH2:3][CH2:2][OH:1])=[O:18])=[CH:15][CH:14]=1. Reported procedure: To a stirred solution of 300 ml of 2-hydroxyethylamine in 1.2 liter of dimethylformamide at 0° C. was added dropwise 450 ml of 4-(6-bromohexyloxy)benzoyl chloride in 50 ml of toluene over a 30 minute period. After an additional 30 minutes of stirring, 48% hydrobromic acid (about 200 ml) was added until the pH reached 5-5.5, and the mixture was diluted with 1200 ml of water and extracted with isopropyl acetate (total of 2500 ml). The extracts were washed with water and saturated sodium chloride s... The reactants are FC(OC1=CC=C(C=C1)C(C(=O)O)C(C)C)F (2-(4-difluoromethoxyphenyl)-3-methylbutyric acid), aliphatic alcohol, aromatic hydrocarbon, halogenated hydrocarbon, ester, aliphatic hydrocarbon, [N+](=O)([O-])C1=CC=C(C=C1)C(C(CO)N(C)C)O (1-(4-nitrophenyl)-2-dimethylamino-1,3-propanediol), COC=1C=CC2=C(C1)C(=CC=N2)[C@H]([C@@H]3C[C@@H]4CCN3C[C@@H]4C=C)O (quinine), substituted α-aminoethylbenzene. The solvent is CCOCC (ether). Run at temperature 0 celsius, time 50.05 hour. The product is FC(OC1=CC=C(C=C1)[C@@H](C(=O)O)C(C)C)F ((S)-2-(4-difluoromethoxyphenyl)-3-methylbutyric acid). RXN SMILES: [F:1][CH:2]([F:17])[O:3][C:4]1[CH:9]=[CH:8][C:7]([CH:10]([CH:14]([CH3:16])[CH3:15])[C:11]([OH:13])=[O:12])=[CH:6][CH:5]=1.[N+](C1C=CC(C(O)C(N(C)C)CO)=CC=1)([O-])=O.COC1C=CC2N=CC=C([C@@H](O)[C@H]3N4C[C@H](C=C)[C@@H](CC4)C3)C=2C=1>CCOCC>[F:1][CH:2]([F:17])[O:3][C:4]1[CH:5]=[CH:6][C:7]([C@H:10]([CH:14]([CH3:15])[CH3:16])[C:11]([OH:13])=[O:12])=[CH:8][CH:9]=1. Procedure details: 1 part of 2-(4-difluoromethoxyphenyl)-3-methylbutyric acid is dissolved in 1-5 parts (by weight) of solvent comprising an organic solvent such as an aliphatic alcohol, an aromatic hydrocarbon, a keton, a halogenated hydrocarbon, an ether, an ester, or an aliphatic hydrocarbon, etc. After the dissolution is completed, 1-3 moles of resolving agent, an optically active organic base such as 1-(4-nitrophenyl)-2-dimethylamino-1,3-propanediol, quinine, substituted α-aminoethylbenzene and the like, is a... Reactants: Cl (hydrochloric acid), C(C)OC(C(C(C(OCC)OCC)C1=CC(=C(C=C1)OC)OC)C(=O)OCC)=O (3-(3,4-dimethoxyphenyl)-4,4-diethoxy-2-ethoxycarbonyl butyric acid ethyl ester), [OH-].[K+] (potassium hydroxide), O (water). Solvent: C(C)O (ethanol). Yields the product COC=1C=C(C=CC1OC)C(CC(=O)O)C(OCC)OCC (3-(3,4-dimethoxyphenyl)-4,4-diethoxy butyric acid). Yield: 85.2%. As a reaction SMILES: C([O:3][C:4](=[O:29])[CH:5](C(OCC)=O)[CH:6]([C:14]1[CH:19]=[CH:18][C:17]([O:20][CH3:21])=[C:16]([O:22][CH3:23])[CH:15]=1)[CH:7]([O:11][CH2:12][CH3:13])[O:8][CH2:9][CH3:10])C.[OH-].[K+].O.Cl>C(O)C>[CH3:23][O:22][C:16]1[CH:15]=[C:14]([CH:6]([CH:7]([O:8][CH2:9][CH3:10])[O:11][CH2:12][CH3:13])[CH2:5][C:4]([OH:29])=[O:3])[CH:19]=[CH:18][C:17]=1[O:20][CH3:21] |f:1.2|. Procedure details: 3-(3,4-dimethoxyphenyl)-4,4-diethoxy-2-ethoxycarbonyl butyric acid ethyl ester (3.07 g, 7.44 mM) and potassium hydroxide (3.41 g) were refluxed in ethanol (40 ml) for 4 hours. To this solution water was poured, acidified with concentrated hydrochloric acid, and extracted with diethylether. The organic extract was dried over anhydrous magnesium sulfate, and the solvent was evaporated under reduced pressure to obtain a brown oil of 3-(3,4-dimethoxyphenyl)-4,4-diethoxy butyric acid (1.98 g). The br... Starting materials: COC(C1=CC(=C(C=C1)F)NC(=O)C1=CN=C2N1C=CC(=C2)Br)=O (3-[(7-Bromo-imidazo[1,2-a]pyridine-3-carbonyl)-amino]-4-fluoro-benzoic acid methyl ester), CN1N=C(C=C1)B1OC(C(O1)(C)C)(C)C (1-methyl-3-(4,4,5,5-tetramethyl-1,3,2-dioxaborolan-2-yl)-1H-pyrazole), CC(=O)O (AcOH). Reagents/catalysts: C1=CC=C(C=C1)P([C-]2C=CC=C2)C3=CC=CC=C3.C1=CC=C(C=C1)P([C-]2C=CC=C2)C3=CC=CC=C3.Cl[Pd]Cl.[Fe+2].C(Cl)Cl (PdCl2(dppf)•CH2Cl2). Solvent: O1CCOCC1 (dioxane), C(=O)([O-])[O-].[Na+].[Na+] (Na2CO3). Reaction conditions: temperature 50 celsius. Product: FC1=C(C=C(C(=O)O)C=C1)NC(=O)C1=CN=C2N1C=CC(=C2)C=2N(N=CC2)C (4-Fluoro-3-{[7-(2-methyl-2H-pyrazol-3-yl)-imidazo[1,2-a]pyridine-3-carbonyl]-amino}-benzoic acid). Reaction SMILES: C[O:2][C:3](=[O:24])[C:4]1[CH:9]=[CH:8][C:7]([F:10])=[C:6]([NH:11][C:12]([C:14]2[N:18]3[CH:19]=[CH:20][C:21](Br)=[CH:22][C:17]3=[N:16][CH:15]=2)=[O:13])[CH:5]=1.[CH3:25][N:26]1[CH:30]=[CH:29][C:28](B2OC(C)(C)C(C)(C)O2)=[N:27]1.CC(O)=O>O1CCOCC1.C([O-])([O-])=O.[Na+].[Na+].C1C=CC(P(C2C=CC=CC=2)[C-]2C=CC=C2)=CC=1.C1C=CC(P(C2C=CC=CC=2)[C-]2C=CC=C2)=CC=1.Cl[Pd]Cl.[Fe+2].C(Cl)Cl>[F:10][C:7]1[CH:8]=[CH:9][C:4]([C:3]([OH:2])=[O:24])=[CH:5][C:6]=1[NH:11][C:12]([C:14]1[N:18]2[CH:19]=[CH:20][C:21]([C:30]3[N:26]([CH3:25])[N:27]=[CH:28][CH:29]=3)=[CH:22][C:17]2=[N:16][CH:15]=1)=[O:13] |f:4.5.6,7.8.9.10.11|. Procedure: 3-[(7-Bromo-imidazo[1,2-a]pyridine-3-carbonyl)-amino]-4-fluoro-benzoic acid methyl ester (step 1) (1200 g, 3.060 mol), 1-methyl-3-(4,4,5,5-tetramethyl-1,3,2-dioxaborolan-2-yl)-1H-pyrazole (commercially available) (764 g, 3.67 mol), PdCl2(dppf)•CH2Cl2 (75.0 g, 91.8 mmol) in dioxane (10 L) and aqueous Na2CO3 (2 N, 4.6 L) were heated to reflux for 6 hr. The reaction mixture was cooled to 50° C. and filtered. The filtrate was heated to reflux, to which was added AcOH (600 g, 10.0 mol) was added drop... Starting materials: CS(=O)(=O)O, CN(C)C=O, CC(=O)[O-], [Cl-], [Na+], CCC12CCC3C4CCCC=C4CCC3C1C(O)CC2=O, c1ccncc1. The product is CCC12CCC3C4CCCC=C4CCC3C1C=CC2=O. As a reaction SMILES: [CH3:23][S:24]([OH:25])(=[O:26])=[O:27].[CH3:28][N:29]([CH3:30])[CH:31]=[O:32].[CH3:34][C:35](=[O:36])[O-:37].[Cl-:22].[Na+:33].[OH:1][CH:2]1[CH2:3][C:4](=[O:21])[C:5]2([CH2:6][CH3:7])[CH:8]1[CH:9]1[CH2:10][CH2:11][C:12]3=[CH:13][CH2:14][CH2:15][CH2:16][CH:17]3[CH:18]1[CH2:19][CH2:20]2.[cH:38]1[cH:39][cH:40][n:41][cH:42][cH:43]1>>[CH:2]1=[CH:3][C:4](=[O:21])[C:5]2([CH2:6][CH3:7])[CH:8]1[CH:9]1[CH2:10][CH2:11][C:12]3=[CH:13][CH2:14][CH2:15][CH2:16][CH:17]3[CH:18]1[CH2:19][CH2:20]2. The reactants are CC(=O)NN, C=CCN=C=O, c1ccccc1. Yields the product C=CCNC(=O)NNC(C)=O. As a reaction SMILES: [C:7]([CH3:8])(=[O:9])[NH:10][NH2:11].[CH2:1]([CH:2]=[CH2:3])[N:4]=[C:5]=[O:6].[cH:12]1[cH:13][cH:14][cH:15][cH:16][cH:17]1>>[CH2:1]([CH:2]=[CH2:3])[NH:4][C:5](=[O:6])[NH:11][NH:10][C:7]([CH3:8])=[O:9]. The reactants are C1(=CC=C(C=C1)CC(=O)N[C@H](C)C1=NC=C(C=C1)O)C1=CC=CC=C1 (2-(1,1′-biphenyl-4-yl)-N-[(1R)-1-(5-hydroxypyridin-2-yl)ethyl]acetamide), BrCCC (1-bromopropane), C([O-])([O-])=O.[K+].[K+] (potassium carbonate). Solvent: CN(C)C=O (DMF). Reaction conditions: temperature 40 celsius, time 18 hour. Yields the product mono-trifluoroacetate, C1(=CC=C(C=C1)CC(=O)N[C@H](C)C1=NC=C(C=C1)OCCC)C1=CC=CC=C1 (2-(1,1′-biphenyl-4-yl)-N-[(1R)-1-(5-propoxypyridin-2-yl)ethyl]acetamide). Reaction SMILES: [C:1]1([C:20]2[CH:25]=[CH:24][CH:23]=[CH:22][CH:21]=2)[CH:6]=[CH:5][C:4]([CH2:7][C:8]([NH:10][C@@H:11]([C:13]2[CH:18]=[CH:17][C:16]([OH:19])=[CH:15][N:14]=2)[CH3:12])=[O:9])=[CH:3][CH:2]=1.Br[CH2:27][CH2:28][CH3:29].C(=O)([O-])[O-].[K+].[K+]>CN(C=O)C>[C:1]1([C:20]2[CH:25]=[CH:24][CH:23]=[CH:22][CH:21]=2)[CH:2]=[CH:3][C:4]([CH2:7][C:8]([NH:10][C@@H:11]([C:13]2[CH:18]=[CH:17][C:16]([O:19][CH2:27][CH2:28][CH3:29])=[CH:15][N:14]=2)[CH3:12])=[O:9])=[CH:5][CH:6]=1 |f:2.3.4|. Procedure: To a mixture of 2-(1,1′-biphenyl-4-yl)-N-[(1R)-1-(5-hydroxypyridin-2-yl)ethyl]acetamide (30 mg, 0.09 mmol) (Example 8), 1-bromopropane (0.02 ml, 0.22 mmol) in DMF (1.2 ml) was added potassium carbonate (37 mg, 0.27 mmol). The reaction was stirred at 40° C. for 18 hours and then filtered through a cotton plug to remove any precipitates, washing with DMSO (2 ml). The collected filtrate was purified using reverse phase prep HPLC chromatography to afford the mono-trifluoroacetate salt of 2-(1,1′-bip... Reactants: ClC1=CC=C(C[SH-]C([S-])=NC#N)C=C1.[K+].[K+] (potassium S-p-chlorobenzyl-N-cyano-dithioimidocarbonate), OO (hydrogen peroxide). Run in O (water). Reaction conditions: temperature 65 celsius. The product is OC1=NSC(=N1)SCC1=CC=C(C=C1)Cl (3-hydroxy-5-(p-chlorobenzylthio)-1,2,4-thiadiazole). As a reaction SMILES: [Cl:1][C:2]1[CH:14]=[CH:13][C:5]([CH2:6][SH-:7][C:8](=[N:10][C:11]#[N:12])[S-:9])=[CH:4][CH:3]=1.[K+].[K+].[OH:17]O>O>[OH:17][C:11]1[N:10]=[C:8]([S:7][CH2:6][C:5]2[CH:13]=[CH:14][C:2]([Cl:1])=[CH:3][CH:4]=2)[S:9][N:12]=1 |f:0.1.2|. Reported procedure: A mixture of 144 g of potassium S-p-chlorobenzyl-N-cyano-dithioimidocarbonate, 48 ml of 30% hydrogen peroxide and 1000ml of water was heated to 65° C, returned to room temperature and filtered. The filtrate was acidified with 40 ml of concentrated hydrochloric acid and was filtered. The recovered crystals were washed with water and dried to obtain 90 g of 3-hydroxy-5-(p-chlorobenzylthio)-1,2,4-thiadiazole melting at 138° C.